From a dataset of the Open Reaction Database (ORD), a public repository of structured organic reaction records. describe an organic reaction: reactants, conditions, products, and yield Reactants: ice, C[C@H]1NC(C2=C1NC(=C2)C2=C1N=C(C(=NC1=CC=C2)C)NC2(CC2)C)=O ((6R)-6-methyl-2-(2-methyl-3-((1-methylcyclopropyl)amino)-5-quinoxalinyl)-5,6-dihydropyrrolo[3,4-b]pyrrol-4(1H)-one), C(Cl)(Cl)Cl (CHCl3), n-chlorosuccinimide, n-chlorosuccinimide. Reaction conditions: temperature 50 celsius, time 1.5 hour. Product: ClC=1C2=C(NC1C1=C3N=C(C(=NC3=CC=C1)C)NC1(CC1)C)[C@H](NC2=O)C ((R)-3-chloro-6-methyl-2-(2-methyl-3-((1-methylcyclopropyl)amino)quinoxalin-5-yl)-5,6-dihydropyrrolo[3,4-b]pyrrol-4(1H)-one). Yield: 82.0%. Reaction SMILES: [CH3:1][C@@H:2]1[C:6]2[NH:7][C:8]([C:10]3[CH:19]=[CH:18][CH:17]=[C:16]4[C:11]=3[N:12]=[C:13]([NH:21][C:22]3([CH3:25])[CH2:24][CH2:23]3)[C:14]([CH3:20])=[N:15]4)=[CH:9][C:5]=2[C:4](=[O:26])[NH:3]1.C(Cl)(Cl)[Cl:28]>>[Cl:28][C:9]1[C:5]2[C:4](=[O:26])[NH:3][C@H:2]([CH3:1])[C:6]=2[NH:7][C:8]=1[C:10]1[CH:19]=[CH:18][CH:17]=[C:16]2[C:11]=1[N:12]=[C:13]([NH:21][C:22]1([CH3:25])[CH2:23][CH2:24]1)[C:14]([CH3:20])=[N:15]2. Procedure details: To a suspension of (R)-6-methyl-2-(2-methyl-3-((1-methylcyclopropyl)-amino)quinoxalin-5-yl)-5,6-dihydropyrrolo[3,4-b]pyrrol-4(1H)-one (333) (160 mg, 0.46 mmol) in 5 mL of CHCl3 at RT was added n-chlorosuccinimide (73.8 mg, 0.55 mmol) and the mixture was stirred in an oil bath at 50° C. for 1.5 h. LCMS indicated 80% conversion. Additional n-chlorosuccinimide (21 mg, 1.55 mmol) was added and heating at 50° C. was continued for another 30 min. It was cooled to RT, treated with 5 mL of ice cold 0.5 ...